Dataset: the Open Reaction Database (ORD), a public repository of structured organic reaction records. Task: describe an organic reaction: reactants, conditions, products, and yield Starting materials: ClC1=C(C(=O)Cl)C(=CC=C1)Cl (2,6-dichlorobenzoyl chloride), [Na] (sodium), P(OCC)(OCC)[O-] (diethyl phosphite), C=O (paraformaldehyde). Run in C(C)OCC (diethyl ether), C(C)OCC (diethyl ether). Conditions: time 1 hour. The product is ClC1=C(C(=O)OCP(OCC)(OCC)=O)C(=CC=C1)Cl (diethyl (2,6-dichlorobenzoyloxy)methylphosphonate). Isolated yield 15.9%. As a reaction SMILES: [Na].[P:2]([O-:9])([O:6][CH2:7][CH3:8])[O:3][CH2:4][CH3:5].[CH2:10]=[O:11].[Cl:12][C:13]1[CH:21]=[CH:20][CH:19]=[C:18]([Cl:22])[C:14]=1[C:15](Cl)=[O:16]>C(OCC)C>[Cl:12][C:13]1[CH:21]=[CH:20][CH:19]=[C:18]([Cl:22])[C:14]=1[C:15]([O:11][CH2:10][P:2](=[O:9])([O:6][CH2:7][CH3:8])[O:3][CH2:4][CH3:5])=[O:16] |^1:0|. Reported procedure: To a stirred solution of 5.8 grams (0.25 mole) of sodium metal in 150 ml of diethyl ether, under an argon atmosphere and at 15°-20°, was added dropwise 34.5 grams (0.25 mole) of diethyl phosphite. Complete addition required 60 minutes. Upon completion of the addition, the reaction mixture was kept at 15°-20° for 1 hour, then heated under reflux for 1 hour. The reaction mixture was cooled to 15° and 9.0 grams (0.30 mole) of paraformaldehyde was added in portions during a 10-15 minute period. Upon...